This data is from the Open Reaction Database (ORD), a public repository of structured organic reaction records. The task is: describe an organic reaction: reactants, conditions, products, and yield Starting materials: ClC1=CC2=C(C=N1)N=CN2C2=CC(=C(S2)C(=O)OC)OCC2=C(C=CC=C2)C(F)(F)F (methyl 5-(6-chloro-1H-imidazo[4,5-c]pyridin-1-yl)-3-{[2-(trifluoromethyl)benzyl]oxy}thiophene-2-carboxylate), saturated solution, N (ammonia). Solvent: CO (methanol). Reaction conditions: temperature 120 celsius, time 4 hour. The product is ClC1=CC2=C(C=N1)N=CN2C2=CC(=C(S2)C(=O)N)OCC2=C(C=CC=C2)C(F)(F)F (5-(6-Chloro-1H-imidazo[4,5-c]pyridin-1-yl)-3-{[2-(trifluoromethyl)benzyl]oxy}thiophene-2-carboxamide). As a reaction SMILES: [Cl:1][C:2]1[N:7]=[CH:6][C:5]2[N:8]=[CH:9][N:10]([C:11]3[S:15][C:14]([C:16]([O:18]C)=O)=[C:13]([O:20][CH2:21][C:22]4[CH:27]=[CH:26][CH:25]=[CH:24][C:23]=4[C:28]([F:31])([F:30])[F:29])[CH:12]=3)[C:4]=2[CH:3]=1.[NH3:32]>CO>[Cl:1][C:2]1[N:7]=[CH:6][C:5]2[N:8]=[CH:9][N:10]([C:11]3[S:15][C:14]([C:16]([NH2:32])=[O:18])=[C:13]([O:20][CH2:21][C:22]4[CH:27]=[CH:26][CH:25]=[CH:24][C:23]=4[C:28]([F:30])([F:31])[F:29])[CH:12]=3)[C:4]=2[CH:3]=1. Procedure details: A mixture of 140 mg of methyl 5-(6-chloro-1H-imidazo[4,5-c]pyridin-1-yl)-3-{[2-(trifluoromethyl)benzyl]oxy}thiophene-2-carboxylate and 20 ml of a saturated solution of ammonia in methanol were stirred in a microwave vial at 120° C. for 4 h in the microwave cavity. The reaction mixture was concentrated to half of the volume. The solid that precipitated after standing was collected and recrystallized from acetonitrile to give the title compound. The reactants are [Al+3], CCOC(C)=O, COC(OC)C(C[N+](=O)[O-])SCc1ccccc1, [H-], [H-], [H-], [H-], [Li+], [Na+], C1CCOC1, [OH-], O. Reaction SMILES: [Al+3:2].[CH3:33][CH2:34][O:35][C:36](=[O:37])[CH3:38].[CH3:7][O:8][CH:9]([CH:10]([CH2:11][N+:12]([O-:13])=[O:14])[S:15][CH2:16][c:17]1[cH:18][cH:19][cH:20][cH:21][cH:22]1)[O:23][CH3:24].[H-:1].[H-:4].[H-:5].[H-:6].[Li+:3].[Na+:27].[O:28]1[CH2:29][CH2:30][CH2:31][CH2:32]1.[OH-:26].[OH2:25]>>[CH3:7][O:8][CH:9]([CH:10]([CH2:11][NH2:12])[S:15][CH2:16][c:17]1[cH:18][cH:19][cH:20][cH:21][cH:22]1)[O:23][CH3:24]. The product is COC(OC)C(CN)SCc1ccccc1. Reactants: [N+](=[N-])=CC(=O)OCC (Ethyl diazoacetate), C(C)(C)(C)OC(=O)N1CCC(CC1)=O (tert-Butyl-4-oxo-1-piperidinecarboxylate), B(F)(F)F (BF3). Run in CCOCC (Et2O). Reaction conditions: temperature -78 celsius, time 2 hour. Product: O=C1C(CCN(CC1)C(=O)OC(C)(C)C)C(=O)OCC (1-tert-butyl 4-ethyl 5-oxoazepane-1,4-dicarboxylate). Yield: 90.8%. Reaction SMILES: [C:1]([O:5][C:6]([N:8]1[CH2:13][CH2:12][C:11](=[O:14])[CH2:10][CH2:9]1)=[O:7])([CH3:4])([CH3:3])[CH3:2].[N+](=[CH:17][C:18]([O:20][CH2:21][CH3:22])=[O:19])=[N-].B(F)(F)F>CCOCC>[O:14]=[C:11]1[CH2:10][CH2:9][N:8]([C:6]([O:5][C:1]([CH3:2])([CH3:4])[CH3:3])=[O:7])[CH2:13][CH2:12][CH:17]1[C:18]([O:20][CH2:21][CH3:22])=[O:19]. Procedure: tert-Butyl-4-oxo-1-piperidinecarboxylate (10 g, 50.19 mmol) was dissolved in Et2O (100 ml) and cooled to −78° C. Ethyl diazoacetate (7.3 ml, 70.26 mmol) and BF3.EtO were sequentially added over 30 min. After stirring at the same temperature for 2 h, the reaction was quenched by careful addition of aqueous potassium bicarbonate, during which the cold bath was removed. After warming up to room temperature, the organic layer was washed with water, dried over Na2SO4 and concentrated. Purification wi... Starting materials: C1(CC1)[C@@H](CC)NC1=NC=CC(=C1[N+](=O)[O-])C1=C(C=C(C(=C1)F)OC)C ((R)-(1-Cyclopropyl-propyl)-[4-(5-fluoro-4-methoxy-2-methyl-phenyl)-3-nitro-pyridin-2-yl]-amine), [O-]S(=O)S(=O)[O-].[Na+].[Na+] (Na2S2O4). Product: C1(CC1)[C@@H](CC)NC1=NC=CC(=C1N)C1=C(C=C(C(=C1)F)OC)C ((R)-N2-(1-Cyclopropyl-propyl)-4-(5-fluoro-4-methoxy-2-methyl-phenyl)-pyridine-2,3-diamine). Yield: 96.9%. As a reaction SMILES: [CH:1]1([C@H:4]([NH:7][C:8]2[C:13]([N+:14]([O-])=O)=[C:12]([C:17]3[CH:22]=[C:21]([F:23])[C:20]([O:24][CH3:25])=[CH:19][C:18]=3[CH3:26])[CH:11]=[CH:10][N:9]=2)[CH2:5][CH3:6])[CH2:3][CH2:2]1.[O-]S(S([O-])=O)=O.[Na+].[Na+]>>[CH:1]1([C@H:4]([NH:7][C:8]2[C:13]([NH2:14])=[C:12]([C:17]3[CH:22]=[C:21]([F:23])[C:20]([O:24][CH3:25])=[CH:19][C:18]=3[CH3:26])[CH:11]=[CH:10][N:9]=2)[CH2:5][CH3:6])[CH2:3][CH2:2]1 |f:1.2.3|. Reported procedure: (R)-(1-Cyclopropyl-propyl)-[4-(5-fluoro-4-methoxy-2-methyl-phenyl)-3-nitro-pyridin-2-yl]-amine (0.17 g, 0.47 mmol) and Na2S2O4 (1.24 g, 7.10 mmol) were treated as in Part E of Example 9 to give 0.15 g (98%) crude (R)-N2-(1-Cyclopropyl-propyl)-4-(5-fluoro-4-methoxy-2-methyl-phenyl)-pyridine-2,3-diamine. The reactants are [F-].C(CCC)[N+](CCCC)(CCCC)CCCC (Tetrabutylammonium fluoride), [Si](C)(C)(C(C)(C)C)OC1=C(C=CC(=C1)O[Si](C)(C)C(C)(C)C)C1CCC(CC1)C(=O)O (4-(2,4-bis{[tert-butyl(dimethyl)silyl]oxy}phenyl)cyclohexanecarboxylic acid). The solvent is O1CCCC1 (tetrahydrofuran). Reaction conditions: time 24 hour. Yields the product OC1=C(C=CC(=C1)O)[C@@H]1CC[C@H](CC1)C(=O)O (trans-4-(2,4-Dihydroxyphenyl)cyclohexanecarboxylic acid). Yield: 89.4%. As a reaction SMILES: [F-].C([N+](CCCC)(CCCC)CCCC)CCC.[Si]([O:26][C:27]1[CH:32]=[C:31]([O:33][Si](C(C)(C)C)(C)C)[CH:30]=[CH:29][C:28]=1[CH:41]1[CH2:46][CH2:45][CH:44]([C:47]([OH:49])=[O:48])[CH2:43][CH2:42]1)(C(C)(C)C)(C)C>O1CCCC1>[OH:26][C:27]1[CH:32]=[C:31]([OH:33])[CH:30]=[CH:29][C:28]=1[C@H:41]1[CH2:42][CH2:43][C@H:44]([C:47]([OH:49])=[O:48])[CH2:45][CH2:46]1 |f:0.1|. Procedure details: Tetrabutylammonium fluoride (0.12 ml) was added to a stirred solution of 4-(2,4-bis{[tert-butyl(dimethyl)silyl]oxy}phenyl)cyclohexanecarboxylic acid (22 mg) in tetrahydrofuran (1 ml) at room temperature under argon. After 24 hr, the reaction mixture was partitioned between ethyl acetate (30 ml) and water (30 ml). The layers were separated and the aqueous layer was extracted with ethyl acetate (2×30 ml). The combined organic extracts were dried over magnesium sulfate and evaporated in vacuo. The ...